This data is from the Open Reaction Database (ORD), a public repository of structured organic reaction records. The task is: describe an organic reaction: reactants, conditions, products, and yield The reactants are C(C)(=O)S[C@H]1C[C@H](N(C1)C(=O)OCC1=CC=C(C=C1)[N+](=O)[O-])C(=O)O ((2S,4S)-4-Acetylthio-1-(4-nitrobenzyloxycarbonyl)-2-carboxypyrrolidine), crude product, acid chloride, C(C=C)OC(=O)C=1C=C(C(=O)N)C=C(C1)N (3-allyloxycarbonyl-5-aminobenzamide). The product is C(C)(=O)SC1CC(N(C1)C(=O)OCC1=CC=C(C=C1)[N+](=O)[O-])C(NC1=CC(=CC(=C1)C(N)=O)C(=O)OCC=C)=O (4-acetylthio-1-(4-nitrobenzyloxycarbonyl)-2-(3-allyloxycarbonyl-5-carbamoylphenylcarbamoyl)pyrrolidine). Yield: 49.9%. RXN SMILES: [C:1]([S:4][C@@H:5]1[CH2:9][N:8]([C:10]([O:12][CH2:13][C:14]2[CH:19]=[CH:18][C:17]([N+:20]([O-:22])=[O:21])=[CH:16][CH:15]=2)=[O:11])[C@H:7]([C:23](O)=[O:24])[CH2:6]1)(=[O:3])[CH3:2].[CH2:26]([O:29][C:30]([C:32]1[CH:33]=[C:34]([CH:38]=[C:39]([NH2:41])[CH:40]=1)[C:35]([NH2:37])=[O:36])=[O:31])[CH:27]=[CH2:28]>>[C:1]([S:4][CH:5]1[CH2:9][N:8]([C:10]([O:12][CH2:13][C:14]2[CH:15]=[CH:16][C:17]([N+:20]([O-:22])=[O:21])=[CH:18][CH:19]=2)=[O:11])[CH:7]([C:23](=[O:24])[NH:41][C:39]2[CH:38]=[C:34]([C:35](=[O:36])[NH2:37])[CH:33]=[C:32]([C:30]([O:29][CH2:26][CH:27]=[CH2:28])=[O:31])[CH:40]=2)[CH2:6]1)(=[O:3])[CH3:2]. Reported procedure: (2S,4S)-4-Acetylthio-1-(4-nitrobenzyloxycarbonyl)-2-carboxypyrrolidine (0.75 g) was converted to the acid chloride and reacted with 3-allyloxycarbonyl-5-aminobenzamide (0.45 g) by a similar method to that described in example 12. The crude product was subjected to chromatography on silica gel, eluting with EtOAc and giving 4-acetylthio-1-(4-nitrobenzyloxycarbonyl)-2-(3-allyloxycarbonyl-5-carbamoylphenylcarbamoyl)pyrrolidine (0.58 g). Nmr (DMSO-d6): δ 1.92-2.06 (m, 1H); 2.3 (s, 3H); 2.79-2.83 (m,...